The task is: describe an organic reaction: reactants, conditions, products, and yield. This data is from the Open Reaction Database (ORD), a public repository of structured organic reaction records. Starting materials: Cl, Cl, Cl, NC1CCC(CCN2CCN(c3nccc4c3CCO4)CC2)CC1, O=C(O)c1ccc(-c2ccccc2)cc1. The product is O=C(NC1CCC(CCN2CCN(c3nccc4c3CCO4)CC2)CC1)c1ccc(-c2ccccc2)cc1. As a reaction SMILES: [ClH:1].[ClH:2].[ClH:3].[O:4]1[CH2:5][CH2:6][c:7]2[c:8]([N:13]3[CH2:14][CH2:15][N:16]([CH2:19][CH2:20][CH:21]4[CH2:22][CH2:23][CH:24]([NH2:27])[CH2:25][CH2:26]4)[CH2:17][CH2:18]3)[n:9][cH:10][cH:11][c:12]21.[c:28]1(-[c:37]2[cH:38][cH:39][cH:40][cH:41][cH:42]2)[cH:29][cH:30][c:31]([C:34](=[O:35])[OH:36])[cH:32][cH:33]1>>[O:4]1[CH2:5][CH2:6][c:7]2[c:8]([N:13]3[CH2:14][CH2:15][N:16]([CH2:19][CH2:20][CH:21]4[CH2:22][CH2:23][CH:24]([NH:27][C:34]([c:31]5[cH:30][cH:29][c:28](-[c:37]6[cH:38][cH:39][cH:40][cH:41][cH:42]6)[cH:33][cH:32]5)=[O:35])[CH2:25][CH2:26]4)[CH2:17][CH2:18]3)[n:9][cH:10][cH:11][c:12]21. The reactants are CN, CC(c1ccc(-c2ccc(C(=O)O)nc2)cc1)N1CCC(CC(C)(C)O)(c2ccccc2)OC1=O. Product: CNC(=O)c1ccc(-c2ccc(C(C)N3CCC(CC(C)(C)O)(c4ccccc4)OC3=O)cc2)cn1. RXN SMILES: [CH3:36][NH2:37].[OH:1][C:2]([CH2:3][C:4]1([c:28]2[cH:29][cH:30][cH:31][cH:32][cH:33]2)[CH2:5][CH2:6][N:7]([CH:11]([CH3:12])[c:13]2[cH:14][cH:15][c:16](-[c:19]3[cH:20][cH:21][c:22]([C:25](=[O:26])[OH:27])[n:23][cH:24]3)[cH:17][cH:18]2)[C:8](=[O:10])[O:9]1)([CH3:34])[CH3:35]>>[OH:1][C:2]([CH2:3][C:4]1([c:28]2[cH:29][cH:30][cH:31][cH:32][cH:33]2)[CH2:5][CH2:6][N:7]([CH:11]([CH3:12])[c:13]2[cH:14][cH:15][c:16](-[c:19]3[cH:20][cH:21][c:22]([C:25](=[O:26])[NH:37][CH3:36])[n:23][cH:24]3)[cH:17][cH:18]2)[C:8](=[O:10])[O:9]1)([CH3:34])[CH3:35]. Starting materials: ClC1=CC=C(C=2N3C(=NC21)N(CCC3)C3=C(C=C(C=C3)Cl)Cl)CSCC (9-Chloro-1-(2,4-dichlorophenyl)-6-[(ethylsulfanyl)methyl]-1,2,3,4-tetrahydropyrimido[1,2-a]benzimidazole), ClC1=CC(=CC=C1)C(=O)OO (3-chloroperbenzoic acid), S(=S)(=O)([O-])[O-].[Na+].[Na+] (sodium thiosulfate). Solvent: C(C)#N (acetonitrile). Conditions: temperature 0 celsius, time 1 hour. Yields the product ClC1=CC=C(C=2N3C(=NC21)N(CCC3)C3=C(C=C(C=C3)Cl)Cl)CS(=O)(=O)CC (9-Chloro-1-(2,4-dichlorophenyl)-6-[(ethylsulfonyl)methyl]-1,2,3,4-tetrahydropyrimido[1,2-a]benzimidazole). Isolated yield 82.0%. RXN SMILES: [Cl:1][C:2]1[C:10]2[N:9]=[C:8]3[N:11]([C:15]4[CH:20]=[CH:19][C:18]([Cl:21])=[CH:17][C:16]=4[Cl:22])[CH2:12][CH2:13][CH2:14][N:7]3[C:6]=2[C:5]([CH2:23]SCC)=[CH:4][CH:3]=1.Cl[C:28]1C=CC=C(C(OO)=O)[CH:29]=1.[S:38]([O-:42])([O-])(=[O:40])=S.[Na+].[Na+]>C(#N)C>[Cl:1][C:2]1[C:10]2[N:9]=[C:8]3[N:11]([C:15]4[CH:20]=[CH:19][C:18]([Cl:21])=[CH:17][C:16]=4[Cl:22])[CH2:12][CH2:13][CH2:14][N:7]3[C:6]=2[C:5]([CH2:23][S:38]([CH2:28][CH3:29])(=[O:42])=[O:40])=[CH:4][CH:3]=1 |f:2.3.4|. Reported procedure: To a solution of 9-Chloro-1-(2,4-dichlorophenyl)-6-[(ethylsulfanyl)methyl]-1,2,3,4-tetrahydropyrimido[1,2-a]benzimidazole (216 mg, 0.506 mmol) in acetonitrile (10 mL) was added 3-chloroperbenzoic acid (70%, 0.274 g, 1.11 mmol) at 0° C. The mixture was stirred at 0° C. for 1 hr. Aqueous sodium thiosulfate was added to the reaction mixture at 0° C. and the mixture was stirred at room temperature. The mixture was extracted with ethyl acetate. The organic layer was washed with aqueous sodium hydroge...